This data is from the Open Reaction Database (ORD), a public repository of structured organic reaction records. The task is: describe an organic reaction: reactants, conditions, products, and yield Reactants: CCN(C(C)C)C(C)C, CC(C)(C)CC1NC(C(=O)O)C(c2cccc(Cl)c2F)C1(C#N)c1ccc(Cl)cc1F, ClCCl, COC(=O)CCCc1ccc(N)cc1, O=P(Cl)(c1ccccc1)c1ccccc1. Product: COC(=O)CCCc1ccc(NC(=O)C2NC(CC(C)(C)C)C(C#N)(c3ccc(Cl)cc3F)C2c2cccc(Cl)c2F)cc1. Reaction SMILES: [CH:32]([N:33]([CH2:34][CH3:35])[CH:36]([CH3:37])[CH3:38])([CH3:39])[CH3:40].[Cl:1][c:2]1[c:3]([F:31])[c:4]([CH:8]2[CH:9]([C:28](=[O:29])[OH:30])[NH:10][CH:11]([CH2:23][C:24]([CH3:25])([CH3:26])[CH3:27])[C:12]2([C:13]#[N:14])[c:15]2[c:16]([F:22])[cH:17][c:18]([Cl:21])[cH:19][cH:20]2)[cH:5][cH:6][cH:7]1.[Cl:70][CH2:71][Cl:72].[NH2:56][c:57]1[cH:58][cH:59][c:60]([CH2:63][CH2:64][CH2:65][C:66](=[O:67])[O:68][CH3:69])[cH:61][cH:62]1.[c:41]1([P:42]([Cl:43])([c:44]2[cH:45][cH:46][cH:47][cH:48][cH:49]2)=[O:50])[cH:51][cH:52][cH:53][cH:54][cH:55]1>>[Cl:1][c:2]1[c:3]([F:31])[c:4]([CH:8]2[CH:9]([C:28](=[O:29])[NH:56][c:57]3[cH:58][cH:59][c:60]([CH2:63][CH2:64][CH2:65][C:66](=[O:67])[O:68][CH3:69])[cH:61][cH:62]3)[NH:10][CH:11]([CH2:23][C:24]([CH3:25])([CH3:26])[CH3:27])[C:12]2([C:13]#[N:14])[c:15]2[c:16]([F:22])[cH:17][c:18]([Cl:21])[cH:19][cH:20]2)[cH:5][cH:6][cH:7]1. Reaction SMILES: [C:11]([n:12]1[cH:13][cH:14][n:15][cH:16]1)([n:17]1[cH:18][cH:19][n:20][cH:21]1)=[O:22].[CH2:23]([CH2:24][c:25]1[cH:26][cH:27][cH:28][cH:29][cH:30]1)[NH2:31].[CH3:32][N:33]([CH3:34])[CH:35]=[O:36].[Cl:1][c:2]1[n:3][cH:4][c:5]([C:6](=[O:7])[OH:8])[cH:9][cH:10]1.[O:37]1[CH2:38][CH2:39][CH2:40][CH2:41]1>>[Cl:1][c:2]1[n:3][cH:4][c:5]([C:6](=[O:8])[NH:31][CH2:23][CH2:24][c:25]2[cH:26][cH:27][cH:28][cH:29][cH:30]2)[cH:9][cH:10]1. The reactants are O=C(n1ccnc1)n1ccnc1, NCCc1ccccc1, CN(C)C=O, O=C(O)c1ccc(Cl)nc1, C1CCOC1. Yields the product O=C(NCCc1ccccc1)c1ccc(Cl)nc1. The reactants are ClC1=C(C=C(C=C1)C1(CN(CCC1)CC1=CC=CC=C1)O)C(F)(F)F (3-(4-chloro-3-trifluoromethyl-phenyl)-1-benzyl-piperidine-3-ol), [OH-].[NH4+] (ammonium hydroxide). The solvent is O (water). Yields the product ClC1=C(C=C(C=C1)C=1CN(CCC1)CC1=CC=CC=C1)C(F)(F)F (3-(4-chloro-3-trifluoromethyl-phenyl)-1-benzyl-1,2,5,6-tetrahydropyridine). Yield: 92.5%. RXN SMILES: [Cl:1][C:2]1[CH:7]=[CH:6][C:5]([C:8]2(O)[CH2:13][CH2:12][CH2:11][N:10]([CH2:14][C:15]3[CH:20]=[CH:19][CH:18]=[CH:17][CH:16]=3)[CH2:9]2)=[CH:4][C:3]=1[C:22]([F:25])([F:24])[F:23].[OH-].[NH4+]>O>[Cl:1][C:2]1[CH:7]=[CH:6][C:5]([C:8]2[CH2:9][N:10]([CH2:14][C:15]3[CH:16]=[CH:17][CH:18]=[CH:19][CH:20]=3)[CH2:11][CH2:12][CH:13]=2)=[CH:4][C:3]=1[C:22]([F:25])([F:23])[F:24] |f:1.2|. Reported procedure: A suspension of 25 g of the product of Step A in about 10 volumes of water cooled in an ice bath was made basic by addition of ammonium hydroxide and the mixture was extracted with ethyl acetate. The organic extract was washed with water, dried over magnesium sulfate and evaporated to dryness under reduced pressure to obtain 22 g of 3-(4-chloro-3-trifluoromethyl-phenyl)-1-benzyl-1,2,5,6-tetrahydropyridine which were dissolved in 250 ml of anhydrous xylene. The solution was refluxed for 5 hours w...